This data is from the Open Reaction Database (ORD), a public repository of structured organic reaction records. The task is: describe an organic reaction: reactants, conditions, products, and yield Starting materials: C(C1=CC=C(C=C1)OC)(=O)Cl (p-anisoyl chloride), C(C)(C)[N-]C(C)C.[Li+] (Lithium diisopropylamide), solution, C(C)(=O)OC(C=C)(CCC=C(C)C)C (3,7-dimethyl-1,6-octadien-3-yl acetate). Run in C1CCOC1 (THF), C1CCOC1 (THF). Run at temperature -78 celsius, time 15 minute. The product is COC1=CC=C(C=C1)C(CC(=O)OC(C=C)(CCC=C(C)C)C)=O (3,7-dimethyl-1,6-octadien-3-yl 3-(4-methoxyphenyl)-3-oxo-propionate). As a reaction SMILES: C([N-]C(C)C)(C)C.[Li+].[C:9]([O:12][C:13]([CH3:22])([CH2:16][CH2:17][CH:18]=[C:19]([CH3:21])[CH3:20])[CH:14]=[CH2:15])(=[O:11])[CH3:10].[C:23](Cl)(=[O:32])[C:24]1[CH:29]=[CH:28][C:27]([O:30][CH3:31])=[CH:26][CH:25]=1>C1COCC1>[CH3:31][O:30][C:27]1[CH:28]=[CH:29][C:24]([C:23](=[O:32])[CH2:10][C:9]([O:12][C:13]([CH3:22])([CH2:16][CH2:17][CH:18]=[C:19]([CH3:21])[CH3:20])[CH:14]=[CH2:15])=[O:11])=[CH:25][CH:26]=1 |f:0.1|. Reported procedure: Lithium diisopropylamide (119.0 mL of a 2.0 M solution, 0.238 mol) is placed into a 500 mL three-necked round-bottomed flask fitted with a magnetic stirrer, internal thermometer, argon inlet, and addition funnel. The flask is cooled to -78° C. 3,7-dimethyl-1,6-octadien-3-yl acetate (22.04 g, 0.112 mol) is dissolved in THF (5 mL) and the resulting solution added to the flask over 45 min. Once addition is complete, the mixture is stirred for an additional 15 min. before being treated with a soluti... Starting materials: C[Si](C)(C)c1ncc[nH]1, CC(C)=O, CC(C)=O, CN=C(NC)N(C)C, C[Si](C)(C)Cl, C[N+](=O)[O-], C[N+](=O)[O-], c1c[nH]cn1. The product is CC(C)(C[N+](=O)[O-])O[Si](C)(C)C. RXN SMILES: [CH3:23][Si:24]([c:25]1[nH:26][cH:27][cH:28][n:29]1)([CH3:30])[CH3:31].[CH3:32][C:33](=[O:34])[CH3:35].[CH3:40][C:41](=[O:42])[CH3:43].[CH3:5][NH:6][C:7](=[N:8][CH3:9])[N:10]([CH3:11])[CH3:12].[Cl:13][Si:14]([CH3:15])([CH3:16])[CH3:17].[N+:1](=[O:2])([O-:3])[CH3:4].[N+:36]([CH3:37])([O-:38])=[O:39].[nH:18]1[cH:19][cH:20][n:21][cH:22]1>>[N+:1](=[O:2])([O-:3])[CH2:4][C:33]([CH3:32])([O:34][Si:14]([CH3:15])([CH3:16])[CH3:17])[CH3:35]. Starting materials: CCCCCC(CC(=O)Nc1cc(C(=O)O)ccc1C(C)(C)C)c1c(OC)cccc1OC, Nc1ccncc1. Reaction SMILES: [C:1]([CH3:2])([CH3:3])([CH3:4])[c:5]1[c:6]([NH:14][C:15]([CH2:16][CH:17]([CH2:18][CH2:19][CH2:20][CH2:21][CH3:22])[c:23]2[c:24]([O:31][CH3:32])[cH:25][cH:26][cH:27][c:28]2[O:29][CH3:30])=[O:33])[cH:7][c:8]([C:11](=[O:12])[OH:13])[cH:9][cH:10]1.[NH2:34][c:35]1[cH:36][cH:37][n:38][cH:39][cH:40]1>>[C:1]([CH3:2])([CH3:3])([CH3:4])[c:5]1[c:6]([NH:14][C:15]([CH2:16][CH:17]([CH2:18][CH2:19][CH2:20][CH2:21][CH3:22])[c:23]2[c:24]([O:31][CH3:32])[cH:25][cH:26][cH:27][c:28]2[O:29][CH3:30])=[O:33])[cH:7][c:8]([C:11](=[O:13])[NH:34][c:35]2[cH:36][cH:37][n:38][cH:39][cH:40]2)[cH:9][cH:10]1. Product: CCCCCC(CC(=O)Nc1cc(C(=O)Nc2ccncc2)ccc1C(C)(C)C)c1c(OC)cccc1OC. The reactants are OC(CC=NO)C=1SC2=C(N1)C=CC(=C2)N2C(OC(C2)COC)=O (3-[2-(1-hydroxy-3-hydroxyiminopropyl)benzothiazol-6-yl]-5-methoxymethyl-2 -oxazolidinone), FC(C(=O)C=1NC=CN1)(F)F (trifluoroacetylimidazole), C(O)([O-])=O.[Na+] (sodium hydrogencarbonate). Run in O1CCCC1 (tetrahydrofuran). Conditions: time 4 hour. Yields the product O[C@@H](CCC#N)C=1SC2=C(N1)C=CC(=C2)N2C(O[C@H](C2)COC)=O (3-[2-(1(S)-Hydroxy-3-cyanopropyl)benzothiazol-6-yl]-5(R)-methoxymethyl-2-oxazolidinone). Isolated yield 70.7%. RXN SMILES: [OH:1][CH:2]([C:7]1[S:8][C:9]2[CH:15]=[C:14]([N:16]3[CH2:20][CH:19]([CH2:21][O:22][CH3:23])[O:18][C:17]3=[O:24])[CH:13]=[CH:12][C:10]=2[N:11]=1)[CH2:3][CH:4]=NO.FC(F)(F)C([C:29]1[NH:30]C=CN=1)=O.C(=O)([O-])O.[Na+]>O1CCCC1>[OH:1][C@H:2]([C:7]1[S:8][C:9]2[CH:15]=[C:14]([N:16]3[CH2:20][C@H:19]([CH2:21][O:22][CH3:23])[O:18][C:17]3=[O:24])[CH:13]=[CH:12][C:10]=2[N:11]=1)[CH2:3][CH2:4][C:29]#[N:30] |f:2.3|. Procedure: 73 g of the 3-[2-(1-hydroxy-3-hydroxyiminopropyl)benzothiazol-6-yl]-5-methoxymethyl-2 -oxazolidinone obtained in the Example 8 was dissolved in 800 ml of tetrahydrofuran. 90 g of trifluoroacetylimidazole was added dropwise to the solution under cooling with ice and the mixture was stirred at room temperature for 4 h. The reaction liquid was poured into an aqueous sodium hydrogencarbonate solution. After extraction with ethyl acetate followed by washing with an aqueous common salt solution, dryin... The reactants are ClC1=CC=C(C=C1)C1(CC1)C(=O)NN (1-(4-Chlorophenyl)cyclopropanecarbohydrazide), [Si](C)(C)(C(C)(C)C)OCC1(CC(=NCCS1)SC)C (7-({[tert-butyl(dimethyl)silyl]oxy}methyl)-7-methyl-5-(methylthio)-2,3,6,7-tetrahydro-1,4-thiazepine). The solvent is C(CCC)O (n-butanol). The product is [Si](C)(C)(C(C)(C)C)OCC1(CC=2N(CCS1)C(=NN2)C2(CC2)C2=CC=C(C=C2)Cl)C (8-({[Tert-butyl(dimethyl)silyl]oxy}methyl)-3-[1-(4-chlorophenyl)cyclopropyl]-8-methyl-5,6,8,9-tetrahydro[1,2,4]triazolo[4,3-d][1,4]thiazepine). Isolated yield 48.9%. RXN SMILES: [Cl:1][C:2]1[CH:7]=[CH:6][C:5]([C:8]2([C:11]([NH:13][NH2:14])=O)[CH2:10][CH2:9]2)=[CH:4][CH:3]=1.[Si:15]([O:22][CH2:23][C:24]1([CH3:33])[S:30][CH2:29][CH2:28][N:27]=[C:26](SC)[CH2:25]1)([C:18]([CH3:21])([CH3:20])[CH3:19])([CH3:17])[CH3:16]>C(O)CCC>[Si:15]([O:22][CH2:23][C:24]1([CH3:33])[S:30][CH2:29][CH2:28][N:27]2[C:11]([C:8]3([C:5]4[CH:6]=[CH:7][C:2]([Cl:1])=[CH:3][CH:4]=4)[CH2:10][CH2:9]3)=[N:13][N:14]=[C:26]2[CH2:25]1)([C:18]([CH3:21])([CH3:19])[CH3:20])([CH3:16])[CH3:17]. Procedure: A solution of the compound (2.03 g, 10 mmol) obtained in Example 1-1) and 7-({[tert-butyl(dimethyl)silyl]oxy}methyl)-7-methyl-5-(methylthio)-2,3,6,7-tetrahydro-1,4-thiazepine (WO2008078725) (3.2 g, 10 mmol) in n-butanol (50 mL) was stirred at 140° C. for 7 h. The reaction mixture was cooled to room temperature and concentrated under reduced pressure. The residue was purified by silica gel column chromatography (Isco Combiflash, 40 g, hexane:ethyl acetate=0:100 to 100:0, gradient) to obtain the t... The reactants are [Br-], C1CCOC1, C[Mg+], CON(C)C(=O)c1cc2cnccc2s1, [Cl-], [NH4+]. Yields the product CC(=O)c1cc2cnccc2s1. As a reaction SMILES: [Br-:16].[CH2:21]1[O:22][CH2:23][CH2:24][CH2:25]1.[CH3:17][Mg+:18].[CH3:1][O:2][N:3]([C:4](=[O:5])[c:6]1[cH:7][c:8]2[cH:9][n:10][cH:11][cH:12][c:13]2[s:14]1)[CH3:15].[Cl-:19].[NH4+:20]>>[C:4](=[O:5])([c:6]1[cH:7][c:8]2[cH:9][n:10][cH:11][cH:12][c:13]2[s:14]1)[CH3:17]. Reactants: NCC=1SC=CC1 (2-aminomethylthiophene), CC1=C(C(=O)C2=C(C1=O)N3C[C@H]4[C@@H]([C@@]3([C@@H]2COC(=O)N)OC)N4)OC (mitomycin A). Run in CO (methanol). Conditions: time 24 hour. Product: C(N)(O)=O.OCC1C2(N(C=3C(C(=C(C(C13)=O)NCC=1SC=CC1)C)=O)CC1C2N1)OC (1,1a,2,8,8a,8b-Hexahydro-8-(hydroxymethyl)-8a-methoxy-5-methyl-6-(2-thienylmethylamino)-azirino[2',3':3,4]pyrrolo-[1,2-a]indole-4,7-dione carbamate). The yield is 125.6%. As a reaction SMILES: [CH3:1][C:2]1[C:8](=[O:9])[C:7]2[N:10]3[C@@:14]([O:21][CH3:22])([C@H:15]([CH2:16][O:17][C:18]([NH2:20])=[O:19])[C:6]=2[C:4](=[O:5])[C:3]=1OC)[C@H:13]1[NH:23][C@H:12]1[CH2:11]3.[NH2:26][CH2:27][C:28]1[S:29][CH:30]=[CH:31][CH:32]=1>CO>[C:18](=[O:17])([OH:19])[NH2:20].[OH:17][CH2:16][CH:15]1[C:6]2[C:4](=[O:5])[C:3]([NH:26][CH2:27][C:28]3[S:29][CH:30]=[CH:31][CH:32]=3)=[C:2]([CH3:1])[C:8](=[O:9])[C:7]=2[N:10]2[CH2:11][CH:12]3[NH:23][CH:13]3[C:14]12[O:21][CH3:22] |f:3.4|. Procedure details: To a solution of 25 mg mitomycin A (0.071 mmol) in 2 ml. of anyhdrous methanol, 16.2 mg 2-aminomethylthiophene (0.143 mmol) was added with stirring. The progress of the reaction was checked periodically by TLC and the reaction appeared to be complete in 24 hours. Removal of the solvent by evaporation under reduced pressure gave a dark-blue residue. The residue was purified by preparative thin-layer chromatography using a pre-coated silica-gel plate (2 mm thickness) and acetone as developing solv...